Dataset: the Open Reaction Database (ORD), a public repository of structured organic reaction records. Task: describe an organic reaction: reactants, conditions, products, and yield The reactants are [N-]=[N+]=[N-].[Na+] (Sodium azide), BrC(C(=O)OC)CCCCCCC(=O)OC (dimethyl 2-bromoazelate). Solvent: C(C)#N (acetonitrile). Product: N(=[N+]=[N-])C(C(=O)OC)CCCCCCC(=O)OC (Dimethyl 2-azidoazelate). RXN SMILES: [N-:1]=[N+:2]=[N-:3].[Na+].Br[CH:6]([CH2:11][CH2:12][CH2:13][CH2:14][CH2:15][CH2:16][C:17]([O:19][CH3:20])=[O:18])[C:7]([O:9][CH3:10])=[O:8]>C(#N)C>[N:1]([CH:16]([CH2:15][CH2:14][CH2:13][CH2:12][CH2:11][CH2:6][C:7]([O:9][CH3:10])=[O:8])[C:17]([O:19][CH3:20])=[O:18])=[N+:2]=[N-:3] |f:0.1|. Reported procedure: Sodium azide (4.87 g, 75 mmol) was added to a solution of dimethyl 2-bromoazelate (5.9 g, 20 mmol) prepared according to Auguston, M, et al; Acta Chim. Acad. Sci. Hung; 46:85 (1965) in acetonitrile, and the mixture was heated at reflux temperature for 4 h. The solvent was removed in vacuo, dichloromethane (80 ml) was added to the residue, and the mixture was washed with water. The organic phase was dried over sodium sulfate and the solvent was removed in vacuo to give the title compound as an oi... Starting materials: FC1=C(N)C(=CC=C1)F (2,6-Difluoroaniline), [Cl-].[Al+3].[Cl-].[Cl-] (Aluminum chloride), ClC1=CC=CC=C1 (chlorobenzene), C(=C)S(=O)(=O)C=C (Vinyl sulfone). The solvent is C(C)(=O)OCC (ethyl acetate), hexanes. Reaction conditions: temperature 110 celsius. The product is FC1=C(C(=CC=C1)F)N1CCS(CC1)(=O)=O (4-(2,6-difluorophenyl)thiomorpholine 1,1-dioxide). The yield is 55.2%. As a reaction SMILES: [Cl-].[Al+3].[Cl-].[Cl-].ClC1C=CC=CC=1.[CH:12]([S:14]([CH:17]=[CH2:18])(=[O:16])=[O:15])=[CH2:13].[F:19][C:20]1[CH:26]=[CH:25][CH:24]=[C:23]([F:27])[C:21]=1[NH2:22]>C(OCC)(=O)C>[F:19][C:20]1[CH:26]=[CH:25][CH:24]=[C:23]([F:27])[C:21]=1[N:22]1[CH2:18][CH2:17][S:14](=[O:16])(=[O:15])[CH2:12][CH2:13]1 |f:0.1.2.3|. Procedure details: Aluminum chloride (310 g, 2.3 mol) is added to chlorobenzene (2.5 L) to give a cloudy green suspension. Vinyl sulfone (230 mL, 2.3 mol) is added via a funnel. 2,6-Difluoroaniline (250 mL, 2.3 mol) is added a via funnel. The light brown solution is heated to 110° C. Upon completion, the heat is removed and the black solution is self-cooled to 70° C. The reaction mixture is quenched in methylene chloride (4 L) and ice water (5 L). The aqueous phase is extracted with methylene chloride. The combine...